Dataset: the Open Reaction Database (ORD), a public repository of structured organic reaction records. Task: describe an organic reaction: reactants, conditions, products, and yield The reactants are BrCc1ccccc1, C1CCOC1, CN1CCN(c2nc3ccccc3o2)CC1. Yields the product [Br-], C[N+]1(Cc2ccccc2)CCN(c2nc3ccccc3o2)CC1. As a reaction SMILES: [Br:17][CH2:18][c:19]1[cH:20][cH:21][cH:22][cH:23][cH:24]1.[CH2:25]1[O:26][CH2:27][CH2:28][CH2:29]1.[CH3:1][N:2]1[CH2:3][CH2:4][N:5]([c:8]2[o:9][c:10]3[c:11]([n:12]2)[cH:13][cH:14][cH:15][cH:16]3)[CH2:6][CH2:7]1>>[Br-:17].[CH3:1][N+:2]1([CH2:18][c:19]2[cH:20][cH:21][cH:22][cH:23][cH:24]2)[CH2:3][CH2:4][N:5]([c:8]2[o:9][c:10]3[c:11]([n:12]2)[cH:13][cH:14][cH:15][cH:16]3)[CH2:6][CH2:7]1. The reactants are C([O-])([O-])=O.[K+].[K+] (potassium carbonate), C1(CC1)B(O)O (cyclopropylboronic acid), C(#N)C=1C=C(C(=O)OC)C=C(C1O)I (Methyl 3-cyano-4-hydroxy-5-iodobenzoate). Reagents/catalysts: C(C)(C)C1=C(C(=CC=C1)C(C)C)N1C(N(C=C1)C1=C(C=CC=C1C(C)C)C(C)C)=[Pd](C1=NC=CC=C1Cl)(Cl)Cl ([1,3-bis-(2,6-diisopropylphenyl)imidazol-2-ylidene](3-chloropyridyl)palladium dichloride). Run in O1CCOCC1 (1,4-dioxane). Reaction conditions: temperature 95 celsius, time 22 hour. Yields the product C(#N)C=1C=C(C(=O)OC)C=C(C1OC)C1CC1 (methyl 3-cyano-5-cyclopropyl-4-methoxybenzoate). Yield: 45.6%. Reaction SMILES: [C:1]([C:3]1[CH:4]=[C:5]([CH:10]=[C:11](I)[C:12]=1[OH:13])[C:6]([O:8][CH3:9])=[O:7])#[N:2].[C:15](=O)([O-])[O-].[K+].[K+].[CH:21]1(B(O)O)[CH2:23][CH2:22]1>O1CCOCC1.C(C1C=CC=C(C(C)C)C=1N1C=CN(C2C(C(C)C)=CC=CC=2C(C)C)C1=[Pd](Cl)(Cl)C1C(Cl)=CC=CN=1)(C)C>[C:1]([C:3]1[CH:4]=[C:5]([CH:10]=[C:11]([CH:21]2[CH2:23][CH2:22]2)[C:12]=1[O:13][CH3:15])[C:6]([O:8][CH3:9])=[O:7])#[N:2] |f:1.2.3|. Procedure details: Methyl 3-cyano-4-hydroxy-5-iodobenzoate (1.00 g) was dissolved in 1,4-dioxane (15 mL), and potassium carbonate (1.31 g), cyclopropylboronic acid (325 mg) and [1,3-bis-(2,6-diisopropylphenyl)imidazol-2-ylidene](3-chloropyridyl)palladium dichloride (108 mg) were added to the solution, and then the mixture was stirred under an argon gas flow at 95° C. for 22 hours. The reaction solution was filtered and the solvent was distilled off under reduced pressure, and then the obtained residue was purified... The reactants are CC1(C)C2CCC1(CS(=O)(=O)O)C(=O)C2, CCOCC, CCO, Cc1ccccc1, CCCCCC, O=C(Cc1ccc(F)cc1)N=C=S, CN1CC(N2CCC(N(C)C(=O)Nc3cc(Oc4ccc(N)cc4F)ncn3)CC2)C1. Product: CN1CC(N2CCC(N(C)C(=O)Nc3cc(Oc4ccc(NC(=S)NC(=O)Cc5ccc(F)cc5)cc4F)ncn3)CC2)C1. As a reaction SMILES: [C:32]12([CH2:33][S:34]([OH:35])(=[O:36])=[O:37])[C:38]([CH3:39])([CH3:40])[CH:41]([CH2:42][CH2:43]1)[CH2:44][C:45]2=[O:46].[CH3:60][CH2:61][O:62][CH2:63][CH3:64].[CH3:65][CH2:66][OH:67].[CH3:68][c:69]1[cH:70][cH:71][cH:72][cH:73][cH:74]1.[CH3:75][CH2:76][CH2:77][CH2:78][CH2:79][CH3:80].[F:47][c:48]1[cH:49][cH:50][c:51]([CH2:54][C:55](=[O:56])[N:57]=[C:58]=[S:59])[cH:52][cH:53]1.[NH2:1][c:2]1[cH:3][c:4]([F:31])[c:5]([O:6][c:7]2[cH:8][c:9]([NH:13][C:14]([N:15]([CH:16]3[CH2:17][CH2:18][N:19]([CH:22]4[CH2:23][N:24]([CH3:26])[CH2:25]4)[CH2:20][CH2:21]3)[CH3:27])=[O:28])[n:10][cH:11][n:12]2)[cH:29][cH:30]1>>[NH:1]([c:2]1[cH:3][c:4]([F:31])[c:5]([O:6][c:7]2[cH:8][c:9]([NH:13][C:14]([N:15]([CH:16]3[CH2:17][CH2:18][N:19]([CH:22]4[CH2:23][N:24]([CH3:26])[CH2:25]4)[CH2:20][CH2:21]3)[CH3:27])=[O:28])[n:10][cH:11][n:12]2)[cH:29][cH:30]1)[C:58]([NH:57][C:55]([CH2:54][c:51]1[cH:50][cH:49][c:48]([F:47])[cH:53][cH:52]1)=[O:56])=[S:59]. Starting materials: O=C([O-])[O-], CCOC(=O)c1sc(N2CC(C)NC2=O)nc1C, CCC(C)=O, [Cs+], [Cs+], Fc1ccc(CBr)cc1. Product: CCOC(=O)c1sc(N2CC(C)N(Cc3ccc(F)cc3)C2=O)nc1C. RXN SMILES: [C:19](=[O:20])([O-:21])[O-:22].[CH3:1][c:2]1[n:3][c:4]([N:12]2[C:13](=[O:18])[NH:14][CH:15]([CH3:17])[CH2:16]2)[s:5][c:6]1[C:7](=[O:8])[O:9][CH2:10][CH3:11].[CH3:34][C:35](=[O:36])[CH2:37][CH3:38].[Cs+:23].[Cs+:24].[F:25][c:26]1[cH:27][cH:28][c:29]([CH2:30][Br:31])[cH:32][cH:33]1>>[CH3:1][c:2]1[n:3][c:4]([N:12]2[C:13](=[O:18])[N:14]([CH2:30][c:29]3[cH:28][cH:27][c:26]([F:25])[cH:33][cH:32]3)[CH:15]([CH3:17])[CH2:16]2)[s:5][c:6]1[C:7](=[O:8])[O:9][CH2:10][CH3:11]. Reactants: N1(N=NC=C1)CC=1N=C(SC1)C1=CC=C(C=C1)O (4-(4-[1,2,3]triazol-1-ylmethyl-thiazol-2-yl)-phenol), C([O-])([O-])=O.[Cs+].[Cs+] (cesium carbonate), ClCC=1N=C(SC1)C=CC1=CC=C(C=C1)C(F)(F)F (4-chloromethyl-2-[2-(4-trifluoromethyl-phenyl)-vinyl]-thiazole), [I-].[K+] (potassium iodide). The solvent is CC(CC)=O (butanone). Conditions: temperature 60 celsius, time 30 minute. Product: FC(C1=CC=C(C=C1)/C=C/C=1SC=C(N1)COC1=CC=C(C=C1)C=1SC=C(N1)CN1N=NC=C1)(F)F (1-[2-(4-{2-[(E)-2-(4-Trifluoromethyl-phenyl)-vinyl]-thiazol-4-ylmethoxy}-phenyl) -thiazole-4-ylmethyl]-1H-[1,2,3]triazole). Isolated yield 32.7%. RXN SMILES: [N:1]1([CH2:6][C:7]2[N:8]=[C:9]([C:12]3[CH:17]=[CH:16][C:15]([OH:18])=[CH:14][CH:13]=3)[S:10][CH:11]=2)[CH:5]=[CH:4][N:3]=[N:2]1.C(=O)([O-])[O-].[Cs+].[Cs+].Cl[CH2:26][C:27]1[N:28]=[C:29]([CH:32]=[CH:33][C:34]2[CH:39]=[CH:38][C:37]([C:40]([F:43])([F:42])[F:41])=[CH:36][CH:35]=2)[S:30][CH:31]=1.[I-].[K+]>CC(=O)CC>[F:43][C:40]([F:41])([F:42])[C:37]1[CH:38]=[CH:39][C:34](/[CH:33]=[CH:32]/[C:29]2[S:30][CH:31]=[C:27]([CH2:26][O:18][C:15]3[CH:16]=[CH:17][C:12]([C:9]4[S:10][CH:11]=[C:7]([CH2:6][N:1]5[CH:5]=[CH:4][N:3]=[N:2]5)[N:8]=4)=[CH:13][CH:14]=3)[N:28]=2)=[CH:35][CH:36]=1 |f:1.2.3,5.6|. Reported procedure: A mixture of 0.129 g (0.50 mmol) 4-(4-[1,2,3]triazol-1-ylmethyl-thiazol-2-yl)-phenol and 0.10 g (0.30 mmol) cesium carbonate in 10 ml butanone was stirred at 60° C. for 30 min, then 0.153 g (0.50 mmol) 4-chloromethyl-2-[2-(4-trifluoromethyl-phenyl)-vinyl]-thiazole and 0.083 g (0.50 mmol) potassium iodide were added and stirring at 60° C. continued over night. After evaporation, 15 ml water was added and the mixture extracted with two portions of 15 ml ethyl acetate. The combined organic layers w... Starting materials: Cc1cc(C)c(CNC(=O)c2cc(C3=CCN(C(=O)CCCN(C)C)CC3)nc3c2cnn3C(C)C)c(=O)[nH]1, CCO. The product is Cc1cc(C)c(CNC(=O)c2cc(C3CCN(C(=O)CCCN(C)C)CC3)nc3c2cnn3C(C)C)c(=O)[nH]1. As a reaction SMILES: [CH3:1][c:2]1[c:3]([CH2:10][NH:11][C:12](=[O:13])[c:14]2[c:15]3[c:16]([n:17][c:18]([C:20]4=[CH:25][CH2:24][N:23]([C:26]([CH2:27][CH2:28][CH2:29][N:30]([CH3:31])[CH3:32])=[O:33])[CH2:22][CH2:21]4)[cH:19]2)[n:34]([CH:37]([CH3:38])[CH3:39])[n:35][cH:36]3)[c:4](=[O:9])[nH:5][c:6]([CH3:8])[cH:7]1.[CH3:40][CH2:41][OH:42]>>[CH3:1][c:2]1[c:3]([CH2:10][NH:11][C:12](=[O:13])[c:14]2[c:15]3[c:16]([n:17][c:18]([CH:20]4[CH2:21][CH2:22][N:23]([C:26]([CH2:27][CH2:28][CH2:29][N:30]([CH3:31])[CH3:32])=[O:33])[CH2:24][CH2:25]4)[cH:19]2)[n:34]([CH:37]([CH3:38])[CH3:39])[n:35][cH:36]3)[c:4](=[O:9])[nH:5][c:6]([CH3:8])[cH:7]1. The reactants are ClC1=C(C#N)C=CC(=C1)NCC1CC1 (2-chloro-4-[(cyclopropylmethyl)amino]benzonitrile), BrC(C(=O)OC(C)(C)C)CC (tert-butyl 2-bromobutanoate). Product: ClC=1C=C(C=CC1C#N)N(C(C(=O)OC(C)(C)C)CC)CC1CC1 (1,1-Dimethylethyl 2-[(3-chloro-4-cyanophenyl)(cyclopropylmethyl)amino]butanoate). As a reaction SMILES: [Cl:1][C:2]1[CH:9]=[C:8]([NH:10][CH2:11][CH:12]2[CH2:14][CH2:13]2)[CH:7]=[CH:6][C:3]=1[C:4]#[N:5].Br[CH:16]([CH2:24][CH3:25])[C:17]([O:19][C:20]([CH3:23])([CH3:22])[CH3:21])=[O:18]>>[Cl:1][C:2]1[CH:9]=[C:8]([N:10]([CH2:11][CH:12]2[CH2:14][CH2:13]2)[CH:16]([CH2:24][CH3:25])[C:17]([O:19][C:20]([CH3:23])([CH3:22])[CH3:21])=[O:18])[CH:7]=[CH:6][C:3]=1[C:4]#[N:5]. Reported procedure: Synthesized in a manner similar to example 1B using 2-chloro-4-[(cyclopropylmethyl)amino]benzonitrile and tert-butyl 2-bromobutanoate: MS (ES) m/z 349 (M+1). The reactants are C=CC#N, OC1CCNC1. Product: N#CCCN1CCC(O)C1. Reaction SMILES: [CH2:7]=[CH:8][C:9]#[N:10].[NH:1]1[CH2:2][CH:3]([OH:6])[CH2:4][CH2:5]1>>[N:1]1([CH2:7][CH2:8][C:9]#[N:10])[CH2:2][CH:3]([OH:6])[CH2:4][CH2:5]1.